From a dataset of the Open Reaction Database (ORD), a public repository of structured organic reaction records. describe an organic reaction: reactants, conditions, products, and yield The reactants are C1(=CC=CC2=CC=CC=C12)CCCC(=O)O (4-(1-naphthyl)butanoic acid), polyphosphoric acid. Run in O (water). Reaction conditions: temperature 40 celsius, time 20 hour. The product is C1(CCCC=2C3=CC=CC=C3C=CC12)=O (3,4,-Dihydro-2H-phenanthren-1-one). As a reaction SMILES: [C:1]1([CH2:11][CH2:12][CH2:13][C:14]([OH:16])=O)[C:10]2[C:5](=[CH:6][CH:7]=[CH:8][CH:9]=2)[CH:4]=[CH:3][CH:2]=1>O>[C:14]1(=[O:16])[C:2]2[CH:3]=[CH:4][C:5]3[C:10](=[CH:9][CH:8]=[CH:7][CH:6]=3)[C:1]=2[CH2:11][CH2:12][CH2:13]1. Reported procedure: To 4-(1-naphthyl)butanoic acid (3.52 g) was added polyphosphoric acid (35.0 g) and the mixture was stirred at 40° C. for 20 h. The reaction was then diluted with water (200 cm3) and extracted with dichloromethane (3×100 cm3). The organic extracts were washed with water, aqueous sodium hydrogen carbonate solution (0.5 M) and then saturated aqueous sodium chloride solution. It was then dried (Na2SO4) and the solvent was removed under reduced pressure to afford the title compound as an oil that sol... Starting materials: Cl.N[C@@H]1CC[C@H](CC1)C(=O)OCC (Trans-ethyl 4-aminocyclohexanecarboxylate hydrochloride), N[C@@H]1CC[C@H](CC1)C(=O)O (trans-4-aminocyclohexane carboxylic acid). The product is Cl.C(C)OC(=O)[C@@H]1CC[C@@H](CC1)N (cis-Ethyl-4-aminocyclohexanecarboxylate Hydrochloride). As a reaction SMILES: [ClH:1].[NH2:2][C@H:3]1[CH2:8][CH2:7][C@H:6]([C:9]([O:11][CH2:12][CH3:13])=[O:10])[CH2:5][CH2:4]1.N[C@H]1CC[C@H](C(O)=O)CC1>>[ClH:1].[CH2:12]([O:11][C:9]([C@H:6]1[CH2:7][CH2:8][C@@H:3]([NH2:2])[CH2:4][CH2:5]1)=[O:10])[CH3:13] |f:0.1,3.4|. Reported procedure: 19.3 mL of concentrated hydrochloric acid (2.8 eq) was added to a solution of cis-4-aminocyclohexane carboxylic acid (10 g, 69.83 mmol) in anhydrous ethyl alcohol (250 mL). Mixture was stirred overnight at about 60° C. and then cooled to room temperature. Solvent was evaporated in vacuo. Crude material was then redissolved in acetonitrile, sonicated, and concentrated to a solid in vacuo. This acetonitrile wash was repeated three times to obtain 11.5 g of while solid (96% yield). Trans-ethyl 4-am...